This data is from the Open Reaction Database (ORD), a public repository of structured organic reaction records. The task is: describe an organic reaction: reactants, conditions, products, and yield The reactants are C(=O)C1C2CCC(C1)C2 (2-formylbicyclo[2.2.1]heptane), C(#N)CC(=O)O (cyanoacetic acid), [OH-].[NH4+] (ammonium hydroxide), CN(C=O)C (dimethylformamide). Solvent: C1=CC=CC=C1 (benzene). The product is C(#N)CC=C1C2CCC(C1)C2 (2-(2-cyanoethylidene)-bicyclo[2.2.1]heptane). Yield: 78.7%. As a reaction SMILES: [CH:1]([CH:3]1[CH2:8][CH:7]2[CH2:9][CH:4]1[CH2:5][CH2:6]2)=O.[C:10]([CH2:12]C(O)=O)#[N:11].[OH-].[NH4+].CN(C)C=O>C1C=CC=CC=1>[C:10]([CH2:12][CH:1]=[C:3]1[CH2:8][CH:7]2[CH2:9][CH:4]1[CH2:5][CH2:6]2)#[N:11] |f:2.3|. Procedure: A stirred solution of 95 g (0.77 mol) of 2-formylbicyclo[2.2.1]heptane, 65 g (0.76 mol) of cyanoacetic acid, 2 ml of ammonium hydroxide (58%), 132 ml of dimethylformamide, and 170 ml benzene was heated to reflux and the water removed with a Dean-Stark trap. The reaction was allowed to continue until the evolution of carbon dioxide ceased (approx. 24 hrs.). Upon completion, the reaction was cooled and the solvent removed under reduced pressure. The residual oil was distilled under vacuum to give ... The reactants are C(C)N1N=C(C2=NC=CC=C21)C2=CC=C(C=C2)C(=O)C2=NC1=C(N2COCC[Si](C)(C)C)C=CC=C1 ([4-(1-ethyl-1H-pyrazolo[4,3-b]pyridin-3-yl)phenyl](1-{[2-(trimethylsilyl)ethoxy]methyl}-1H-benzimidazol-2-yl)methanone), [OH-].[Na+] (NaOH), CCO (EtOH), Cl (HCl). Run in O (water). Product: N1C(=NC2=C1C=CC=C2)C(=O)C2=CC=C(C=C2)C2=NN(C=1C2=NC=CC1)CC ((1H-Benzimidazol-2-yl)[4-(1-ethyl-1H-pyrazolo[4,3-b]pyridin-3-yl)phenyl]methanone). Reaction SMILES: [CH2:1]([N:3]1[C:11]2[C:6](=[N:7][CH:8]=[CH:9][CH:10]=2)[C:5]([C:12]2[CH:17]=[CH:16][C:15]([C:18]([C:20]3[N:24](COCC[Si](C)(C)C)[C:23]4[CH:33]=[CH:34][CH:35]=[CH:36][C:22]=4[N:21]=3)=[O:19])=[CH:14][CH:13]=2)=[N:4]1)[CH3:2].CCO.Cl.[OH-].[Na+]>O>[NH:24]1[C:23]2[CH:33]=[CH:34][CH:35]=[CH:36][C:22]=2[N:21]=[C:20]1[C:18]([C:15]1[CH:14]=[CH:13][C:12]([C:5]2[C:6]3=[N:7][CH:8]=[CH:9][CH:10]=[C:11]3[N:3]([CH2:1][CH3:2])[N:4]=2)=[CH:17][CH:16]=1)=[O:19] |f:3.4|. Procedure: A mixture of [4-(1-ethyl-1H-pyrazolo[4,3-b]pyridin-3-yl)phenyl](1-{[2-(trimethylsilyl)ethoxy]methyl}-1H-benzimidazol-2-yl)methanone obtained, EtOH (5 mL), and 6 M HCl aqueous solution (5 mL) was refluxed for 2 h. The reaction mixture was poured into water, alkalized with 1 M NaOH aqueous solution, and extracted with AcOEt. The extract was washed with brine, dried over MgSO4, and concentrated under reduced pressure. The residue was recrystallized from THF to give the title compound (285 mg). RXN SMILES: [Cl:1][C:2]1[C:7]([S:8]([N:11]2[CH2:15][CH2:14][CH2:13][CH2:12]2)(=[O:10])=[O:9])=[CH:6][C:5]([C:16]2[NH:17][C:18]([C:30]3[CH:35]=[CH:34][C:33]([Cl:36])=[CH:32][CH:31]=3)([CH3:29])[C:19]([C:22]3[CH:27]=[CH:26][C:25]([Cl:28])=[CH:24][CH:23]=3)([CH3:21])[N:20]=2)=[C:4]([O:37][CH2:38][CH3:39])[CH:3]=1.[C:40](Cl)([Cl:42])=[O:41]>C(N(CC)CC)C>[Cl:1][C:2]1[C:7]([S:8]([N:11]2[CH2:12][CH2:13][CH2:14][CH2:15]2)(=[O:9])=[O:10])=[CH:6][C:5]([C:16]2[N:17]([C:40]([Cl:42])=[O:41])[C:18]([C:30]3[CH:31]=[CH:32][C:33]([Cl:36])=[CH:34][CH:35]=3)([CH3:29])[C:19]([C:22]3[CH:23]=[CH:24][C:25]([Cl:28])=[CH:26][CH:27]=3)([CH3:21])[N:20]=2)=[C:4]([O:37][CH2:38][CH3:39])[CH:3]=1. Product: ClC1=CC(=C(C=C1S(=O)(=O)N1CCCC1)C=1N(C(C(N1)(C)C1=CC=C(C=C1)Cl)(C)C1=CC=C(C=C1)Cl)C(=O)Cl)OCC (2-[4-Chloro-2-ethoxy-5-(pyrrolidine-1-sulfonyl)phenyl]-4,5-bis-(4-chlorophenyl)-4,5-dimethyl-4,5-dihydroimidazole-1-carbonyl chloride). Reported procedure: In a manner analogous to the method described in example 3, rac-(4S*,5R*)-2-[4-chloro-2-ethoxy-5-(pyrrolidine-1-sulfonyl)phenyl]-4,5-bis-(4-chlorophenyl)-4,5-dimethyl-4,5-dihydro-1H-imidazole (example 53) was reacted with phosgene in the presence of triethylamine to give the title compound. Starting materials: ClC1=CC(=C(C=C1S(=O)(=O)N1CCCC1)C=1NC(C(N1)(C)C1=CC=C(C=C1)Cl)(C)C1=CC=C(C=C1)Cl)OCC (rac-(4S*,5R*)-2-[4-chloro-2-ethoxy-5-(pyrrolidine-1-sulfonyl)phenyl]-4,5-bis-(4-chlorophenyl)-4,5-dimethyl-4,5-dihydro-1H-imidazole), C(=O)(Cl)Cl (phosgene). The solvent is C(C)N(CC)CC (triethylamine). Starting materials: C([O-])(O)=O.[Na+] (sodium bicarbonate), ClC1=C(C=NC=2CC=3C(=CC12)N=CN3)C#N (8-chloroimidazo[4,5-g]quinoline-7-carbonitrile), Br.BrC1=C(N)C=C(C(=C1)Cl)OC (2-bromo-4-chloro-5-methoxyaniline hydrobromide), Cl.N1=CC=CC=C1 (pyridine hydrochloride). Run in C(C)OCCO (2-ethoxyethanol). Reaction conditions: time 0.5 hour. Yields the product BrC1=C(C=C(C(=C1)Cl)OC)NC1=C(C=NC=2CC=3C(=CC12)N=CN3)C#N (8-(2-bromo-4-chloro-5-methoxy-phenylamino)imidazo[4,5-g]quinoline-7-carbonitrile). Yield: 44.9%. As a reaction SMILES: Cl[C:2]1[C:11]2[CH:10]=[C:9]3[N:12]=[CH:13][N:14]=[C:8]3[CH2:7][C:6]=2[N:5]=[CH:4][C:3]=1[C:15]#[N:16].Br.[Br:18][C:19]1[CH:25]=[C:24]([Cl:26])[C:23]([O:27][CH3:28])=[CH:22][C:20]=1[NH2:21].Cl.N1C=CC=CC=1.C(=O)(O)[O-].[Na+]>C(OCCO)C>[Br:18][C:19]1[CH:25]=[C:24]([Cl:26])[C:23]([O:27][CH3:28])=[CH:22][C:20]=1[NH:21][C:2]1[C:11]2[CH:10]=[C:9]3[N:12]=[CH:13][N:14]=[C:8]3[CH2:7][C:6]=2[N:5]=[CH:4][C:3]=1[C:15]#[N:16] |f:1.2,3.4,5.6|. Procedure: A mixture of 0.12 g (0.52 mmol) of 8-chloroimidazo[4,5-g]quinoline-7-carbonitrile, 0.2 g (0.63 mmol) of 2-bromo-4-chloro-5-methoxyaniline hydrobromide and 0.06 g (0.52 mmol) of pyridine hydrochloride in 5.0 mL of 2-ethoxyethanol is heated at reflux temperature for 1 hour, cooled to room temperature, poured into a saturated solution of sodium bicarbonate and stirred for 0.5 hour. The solid is collected by filtration, washed with water and dried. The solid is purified by silica gel chromatography ... The reactants are Brc1nccs1, CCOCC, C1CCOC1, [Li]CCCC, [Cl-], COc1ccc2c(c1)C(=O)OC2=Cc1c(Cl)cncc1Cl, [NH4+], O. Yields the product COc1ccc2c(c1)C(O)(c1nccs1)OC2=Cc1c(Cl)cncc1Cl. Reaction SMILES: [Br:1][c:2]1[s:3][cH:4][cH:5][n:6]1.[CH2:35]([O:36][CH2:37][CH3:38])[CH3:39].[CH2:40]1[O:41][CH2:42][CH2:43][CH2:44]1.[CH2:7]([Li:8])[CH2:9][CH2:10][CH3:11].[Cl-:33].[Cl:12][c:13]1[cH:14][n:15][cH:16][c:17]([Cl:32])[c:18]1[CH:19]=[C:20]1[O:21][C:22](=[O:31])[c:23]2[cH:24][c:25]([O:29][CH3:30])[cH:26][cH:27][c:28]21.[NH4+:34].[OH2:45]>>[c:2]1([C:22]2([OH:31])[O:21][C:20](=[CH:19][c:18]3[c:13]([Cl:12])[cH:14][n:15][cH:16][c:17]3[Cl:32])[c:28]3[c:23]2[cH:24][c:25]([O:29][CH3:30])[cH:26][cH:27]3)[s:3][cH:4][cH:5][n:6]1. Reactants: [BH4-], [BH4-], CC(=O)O, C1CCOC1, O=C1NC(=O)C(=Cc2ccc(OCC(O)c3cccc(Cl)c3)cc2)S1, Cl[Co]Cl, [Na+], O, c1ccc(-c2ccccn2)nc1. The product is O=C1NC(=O)C(Cc2ccc(OCC(O)c3cccc(Cl)c3)cc2)S1. RXN SMILES: [BH4-:38].[BH4-:40].[C:49]([OH:50])(=[O:51])[CH3:52].[CH2:41]1[O:42][CH2:43][CH2:44][CH2:45]1.[Cl:1][c:2]1[cH:3][c:4]([CH:8]([CH2:9][O:10][c:11]2[cH:12][cH:13][c:14]([CH:15]=[C:16]3[C:17](=[O:22])[NH:18][C:19](=[O:21])[S:20]3)[cH:23][cH:24]2)[OH:25])[cH:5][cH:6][cH:7]1.[Co:46]([Cl:47])[Cl:48].[Na+:39].[OH2:53].[n:26]1[cH:27][cH:28][cH:29][cH:30][c:31]1-[c:32]1[cH:33][cH:34][cH:35][cH:36][n:37]1>>[Cl:1][c:2]1[cH:3][c:4]([CH:8]([CH2:9][O:10][c:11]2[cH:12][cH:13][c:14]([CH2:15][CH:16]3[C:17](=[O:22])[NH:18][C:19](=[O:21])[S:20]3)[cH:23][cH:24]2)[OH:25])[cH:5][cH:6][cH:7]1. The reactants are Cl.FC(CNC)(F)F (2,2,2-trifluoro-N-methylethanamine hydrochloride), ClC1=NC(=C(C(=C1C#N)C1=CC=C(C=C1)OCCO)C#N)SCC=1N=C(SC1)C1=CC=C(C=C1)Cl (2-chloro-6-({(2-(4-chlorophenyl)-1,3-thiazol-4-yl)methyl}sulfanyl)-4-(4-(2-hydroxyethoxy)phenyl)pyridine-3,5-dicarbonitrile), Cl.FC(CNC)(F)F (2,2,2-trifluoro-N-methylethanamine hydrochloride). The solvent is CN(C)C=O (DMF), CN(C)C=O (DMF), O.C1CCOC1 (water THF). Run at time 30 minute. The product is ClC1=CC=C(C=C1)C=1SC=C(N1)CSC1=NC(=C(C(=C1C#N)C1=CC=C(C=C1)OCCO)C#N)N(CC(F)(F)F)C (2-({(2-(4-Chlorophenyl)-1,3-thiazol-4-yl)methyl}sulfanyl)-4-(4-(2-hydroxyethoxy)phenyl)-6-(methyl(2,2,2-trifluoroethyl)amino)pyridine-3,5-dicarbonitrile). RXN SMILES: Cl.[F:2][C:3]([F:8])([F:7])[CH2:4][NH:5][CH3:6].Cl[C:10]1[C:15]([C:16]#[N:17])=[C:14]([C:18]2[CH:23]=[CH:22][C:21]([O:24][CH2:25][CH2:26][OH:27])=[CH:20][CH:19]=2)[C:13]([C:28]#[N:29])=[C:12]([S:30][CH2:31][C:32]2[N:33]=[C:34]([C:37]3[CH:42]=[CH:41][C:40]([Cl:43])=[CH:39][CH:38]=3)[S:35][CH:36]=2)[N:11]=1>CN(C=O)C.O.C1COCC1>[Cl:43][C:40]1[CH:39]=[CH:38][C:37]([C:34]2[S:35][CH:36]=[C:32]([CH2:31][S:30][C:12]3[C:13]([C:28]#[N:29])=[C:14]([C:18]4[CH:19]=[CH:20][C:21]([O:24][CH2:25][CH2:26][OH:27])=[CH:22][CH:23]=4)[C:15]([C:16]#[N:17])=[C:10]([N:5]([CH3:6])[CH2:4][C:3]([F:8])([F:7])[F:2])[N:11]=3)[N:33]=2)=[CH:42][CH:41]=1 |f:0.1,4.5|. Procedure: 41 mg (0.27 mmol) of 2,2,2-trifluoro-N-methylethanamine hydrochloride were dissolved in 2 ml of DMF, 40 mg of Amberlyst A-21 were added and the mixture was stirred at RT for 30 min. The mixture was filtered off and added to 100 mg (0.14 mmol, purity about 74%) of 2-chloro-6-({(2-(4-chlorophenyl)-1,3-thiazol-4-yl)methyl}sulfanyl)-4-(4-(2-hydroxyethoxy)phenyl)pyridine-3,5-dicarbonitrile (Example 2A), and the solution was stirred at RT overnight. In a separate flask, another 82 mg (0.54 mmol) of 2,...